From a dataset of the Open Reaction Database (ORD), a public repository of structured organic reaction records. describe an organic reaction: reactants, conditions, products, and yield The reactants are CC(C)(C)OC(=O)N1CCC2C(C1)c1cc(Br)cc3c1N2CC3, COc1ccc(B(O)O)c(C)c1. Yields the product COc1ccc(-c2cc3c4c(c2)C2CN(C(=O)OC(C)(C)C)CCC2N4CC3)c(C)c1. As a reaction SMILES: [C:1]([CH3:2])([CH3:3])([CH3:4])[O:5][C:6](=[O:7])[N:8]1[CH2:9][CH:10]2[CH:11]([N:12]3[c:13]4[c:14]([cH:15][c:16]([Br:19])[cH:17][c:18]42)[CH2:20][CH2:21]3)[CH2:22][CH2:23]1.[CH3:24][O:25][c:26]1[cH:27][c:28]([CH3:35])[c:29]([B:32]([OH:33])[OH:34])[cH:30][cH:31]1>>[C:1]([CH3:2])([CH3:3])([CH3:4])[O:5][C:6](=[O:7])[N:8]1[CH2:9][CH:10]2[CH:11]([N:12]3[c:13]4[c:14]([cH:15][c:16](-[c:29]5[c:28]([CH3:35])[cH:27][c:26]([O:25][CH3:24])[cH:31][cH:30]5)[cH:17][c:18]42)[CH2:20][CH2:21]3)[CH2:22][CH2:23]1. Reactants: O(C)C1=CC=C(C=C1)S(=O)(=O)Cl (4-methoxyl-benzenesulfonyl chloride), CCOC(=O)C.CCCCCC (EtOAc Hexane), C(C)(C)(C)OC(C(C(C)C)N)=O (2-Amino-3-methyl-butyric acid tert-butyl ester), N1=CC=CC=C1 (pyridine), C(C)(=O)OCC.CCCCCC (Ethyl acetate Hexane). Run in C(C)#N (acetonitrile), C(C)#N (acetonitrile). Conditions: time 3 hour. Yields the product C(C)(C)(C)OC(C(C(C)C)NS(=O)(=O)C1=CC=C(C=C1)OC)=O (2-(4-methoxy-benzenesulfonylamino)-3-methyl-butyric acid tert-butyl ester). As a reaction SMILES: [C:1]([O:5][C:6](=[O:12])[CH:7]([NH2:11])[CH:8]([CH3:10])[CH3:9])([CH3:4])([CH3:3])[CH3:2].N1C=CC=CC=1.[O:19]([C:21]1[CH:26]=[CH:25][C:24]([S:27](Cl)(=[O:29])=[O:28])=[CH:23][CH:22]=1)[CH3:20].CCOC(C)=O.CCCCCC>C(#N)C>[C:1]([O:5][C:6](=[O:12])[CH:7]([NH:11][S:27]([C:24]1[CH:23]=[CH:22][C:21]([O:19][CH3:20])=[CH:26][CH:25]=1)(=[O:29])=[O:28])[CH:8]([CH3:9])[CH3:10])([CH3:2])([CH3:4])[CH3:3] |f:3.4|. Procedure: To a stirred suspension of 2-Amino-3-methyl-butyric acid tert-butyl ester (H-D-Val-OtBu.HCl) (500 mg, 2.38 mmol) in acetonitrile (20 ml) was added pyridine (767 μl, 9.52 mmol) at ambient temperature. A clear and colourless solution was quickly obtained. Then a solution of 4-methoxyl-benzenesulfonyl chloride (541 mg, 2.62 mmol) in acetonitrile (10 ml) was added dropwise and the mixture became slightly yellow coloured and was stirred at ambient temperature. TLC (EtOAc/Hexane, 1:1) monitoring showe...